From a dataset of the Open Reaction Database (ORD), a public repository of structured organic reaction records. describe an organic reaction: reactants, conditions, products, and yield Reaction SMILES: [F:1][C:2]([F:12])([F:11])[C:3]1[CH:10]=[CH:9][C:6]([CH2:7][NH2:8])=[CH:5][CH:4]=1.[C:13](N1C=CN=C1)(N1C=CN=C1)=[O:14].[CH2:25]([O:32][C:33](=[O:50])[C:34]([CH3:49])([O:36][C:37]1[CH:42]=[CH:41][CH:40]=[C:39]([CH:43]2[CH2:48][CH2:47][CH2:46][NH:45][CH2:44]2)[CH:38]=1)[CH3:35])[C:26]1[CH:31]=[CH:30][CH:29]=[CH:28][CH:27]=1.Cl>C1(C)C=CC=CC=1.O>[CH2:25]([O:32][C:33](=[O:50])[C:34]([CH3:35])([O:36][C:37]1[CH:42]=[CH:41][CH:40]=[C:39]([CH:43]2[CH2:48][CH2:47][CH2:46][N:45]([C:13](=[O:14])[NH:8][CH2:7][C:6]3[CH:9]=[CH:10][C:3]([C:2]([F:11])([F:12])[F:1])=[CH:4][CH:5]=3)[CH2:44]2)[CH:38]=1)[CH3:49])[C:26]1[CH:31]=[CH:30][CH:29]=[CH:28][CH:27]=1. The solvent is C1(=CC=CC=C1)C (toluene), O (water), C1(=CC=CC=C1)C (toluene). Run at time 18 hour. Yield: 71.7%. The product is C(C1=CC=CC=C1)OC(C(C)(OC1=CC(=CC=C1)C1CN(CCC1)C(NCC1=CC=C(C=C1)C(F)(F)F)=O)C)=O (2-methyl-2-{3-[1-(4-trifluoromethyl-benzylcarbamoyl)-piperidin-3-yl]-phenoxy}-propionic acid benzyl ester). The reactants are C(C1=CC=CC=C1)OC(C(C)(OC1=CC(=CC=C1)C1CNCCC1)C)=O (2-methyl-2-(3-piperidin-3-yl-phenoxy)-propionic acid benzyl ester), resultant solution, Cl (hydrochloric acid), FC(C1=CC=C(CN)C=C1)(F)F (4-trifluoromethylbenzyl amine), C(=O)(N1C=NC=C1)N1C=NC=C1 (1,1′-carbonyldiimidazole). Procedure: To a solution of 4-trifluoromethylbenzyl amine (170 mL, 1.19 mmol) in 5 mL toluene was added 1,1′-carbonyldiimidazole (193 mg, 1.19 mmol). This solution was stirred 18 h at ambient temperature. 2-methyl-2-(3-piperidin-3-yl-phenoxy)-propionic acid benzyl ester (Preparation 2, Method C; 421 mg, 1.19 mmol) was added in 5 mL toluene and the resultant solution was stirred 18 h at ambient temperature. The reaction was diluted with water (100 mL), acidified with 1N aqueous hydrochloric acid and extract...